Dataset: the Open Reaction Database (ORD), a public repository of structured organic reaction records. Task: describe an organic reaction: reactants, conditions, products, and yield Reactants: ClCOCc1ccccc1, [Na], C1CCOC1, c1c[nH]cn1. Product: c1ccc(COCn2ccnc2)cc1. RXN SMILES: [Cl:7][CH2:8][O:9][CH2:10][c:11]1[cH:12][cH:13][cH:14][cH:15][cH:16]1.[Na:1].[O:17]1[CH2:18][CH2:19][CH2:20][CH2:21]1.[nH:2]1[cH:3][n:4][cH:5][cH:6]1>>[n:2]1([CH2:8][O:9][CH2:10][c:11]2[cH:12][cH:13][cH:14][cH:15][cH:16]2)[cH:3][n:4][cH:5][cH:6]1. The reactants are CCC(=O)Cl, Fc1cc2nc(COc3ccccc3)n(Cc3ccc(Cl)cc3)c2cc1N1CCNCC1, ClCCl. The product is CCC(=O)N1CCN(c2cc3c(cc2F)nc(COc2ccccc2)n3Cc2ccc(Cl)cc2)CC1. RXN SMILES: [C:33]([CH2:34][CH3:35])(=[O:36])[Cl:37].[Cl:1][c:2]1[cH:3][cH:4][c:5]([CH2:6][n:7]2[c:8]([CH2:23][O:24][c:25]3[cH:26][cH:27][cH:28][cH:29][cH:30]3)[n:9][c:10]3[c:11]2[cH:12][c:13]([N:17]2[CH2:18][CH2:19][NH:20][CH2:21][CH2:22]2)[c:14]([F:16])[cH:15]3)[cH:31][cH:32]1.[Cl:38][CH2:39][Cl:40]>>[Cl:1][c:2]1[cH:3][cH:4][c:5]([CH2:6][n:7]2[c:8]([CH2:23][O:24][c:25]3[cH:26][cH:27][cH:28][cH:29][cH:30]3)[n:9][c:10]3[c:11]2[cH:12][c:13]([N:17]2[CH2:18][CH2:19][N:20]([C:33]([CH2:34][CH3:35])=[O:36])[CH2:21][CH2:22]2)[c:14]([F:16])[cH:15]3)[cH:31][cH:32]1.